From a dataset of the Open Reaction Database (ORD), a public repository of structured organic reaction records. describe an organic reaction: reactants, conditions, products, and yield The reactants are CC(=O)O, CC(Cl)Cl, O=Cc1ccc(F)cc1, NCc1cccc2nc(NC3CCc4ccccc43)ccc12, [Na+], O=C([O-])O. Yields the product Fc1ccc(CNCc2cccc3nc(NC4CCc5ccccc54)ccc23)cc1. RXN SMILES: [CH3:32][C:33](=[O:34])[OH:35].[Cl:41][CH:42]([Cl:43])[CH3:44].[F:23][c:24]1[cH:25][cH:26][c:27]([CH:28]=[O:29])[cH:30][cH:31]1.[NH2:1][CH2:2][c:3]1[c:4]2[cH:5][cH:6][c:7]([NH:13][CH:14]3[CH2:15][CH2:16][c:17]4[cH:18][cH:19][cH:20][cH:21][c:22]43)[n:8][c:9]2[cH:10][cH:11][cH:12]1.[Na+:40].[O-:36][C:37]([OH:38])=[O:39]>>[NH:1]([CH2:2][c:3]1[c:4]2[cH:5][cH:6][c:7]([NH:13][CH:14]3[CH2:15][CH2:16][c:17]4[cH:18][cH:19][cH:20][cH:21][c:22]43)[n:8][c:9]2[cH:10][cH:11][cH:12]1)[CH2:28][c:27]1[cH:26][cH:25][c:24]([F:23])[cH:31][cH:30]1. Reactants: COC=1C(=C(C=CC1)NC)[N+](=O)[O-] ((3-methoxy-2-nitrophenyl)-methylamine). Reagents/catalysts: [Pd] (Pd/C). Run in C(C)(=O)OCC (ethyl acetate). Reaction conditions: time 4.5 hour. The product is COC1=C(C(=CC=C1)NC)N (3-methoxy-N1-methylbenzene-1,2-diamine). Yield: 95.4%. Reaction SMILES: [CH3:1][O:2][C:3]1[C:4]([N+:11]([O-])=O)=[C:5]([NH:9][CH3:10])[CH:6]=[CH:7][CH:8]=1>C(OCC)(=O)C.[Pd]>[CH3:1][O:2][C:3]1[CH:8]=[CH:7][CH:6]=[C:5]([NH:9][CH3:10])[C:4]=1[NH2:11]. Procedure details: 7.4 g (3-methoxy-2-nitrophenyl)-methylamine are suspended in 150 ml of ethyl acetate and hydrogenated with 1 g Pd/C 10% at a pressure of 50 psi and ambient temperature. After 4.5 hours the catalyst is suction filtered and the filtrate is evaporated to dryness. 5.9 g of the product are obtained as an oil. Starting materials: N=1NC(CCC1C1=CC2=C(S1)CC(CC2)NC(=O)OC)=O (2-[4,5-dihydropyridazin-3(2H)-on-6-yl]-6-methoxycarbonylamino-4,5,6,7-tetrahydrobenzo[b]thiophene), [OH-].[K+] (potassium hydroxide). Run in O (water), CO (methanol). Reaction conditions: time 3 hour. The product is N=1NC(CCC1C1=CC2=C(S1)CC(CC2)N)=O (2-[4,5-dihydropyridazin-3(2H)-on-6-yl]-6-amino-4,5,6,7-tetrahydrobenzo-[b]thiophene). The yield is 61.0%. Reaction SMILES: [N:1]1[NH:2][C:3](=[O:21])[CH2:4][CH2:5][C:6]=1[C:7]1[S:11][C:10]2[CH2:12][CH:13]([NH:16]C(OC)=O)[CH2:14][CH2:15][C:9]=2[CH:8]=1.[OH-].[K+]>CO.O>[N:1]1[NH:2][C:3](=[O:21])[CH2:4][CH2:5][C:6]=1[C:7]1[S:11][C:10]2[CH2:12][CH:13]([NH2:16])[CH2:14][CH2:15][C:9]=2[CH:8]=1 |f:1.2|. Procedure details: In 10 ml of methanol was dissolved 1.01 g of 2-[4,5-dihydropyridazin-3(2H)-on-6-yl]-6-methoxycarbonylamino-4,5,6,7-tetrahydrobenzo[b]thiophene, and 560 mg of potassium hydroxide dissolved in 5 ml of water was added thereto. The mixture was stirred at room temperature for 3 hours. Methanol was removed from the reaction mixture, the residue was extracted with ethyl acetate and dried, and the the solvent was removed to obtain 0.5 g of 2-[4,5-dihydropyridazin-3(2H)-on-6-yl]-6-amino-4,5,6,7-tetrahydr... The reactants are ClC(=O)N1C2=C(NC(C3=C1C=CC=C3)=O)C=CC=C2 (5-chlorocarbonyl-5,10-dihydro-11H-dibenzo[b,e][1,4]diazepin-11-one), CN1CCC(CC1)O (1-methyl-4-piperidinol), C(C)(=O)OCC (ethyl acetate). The solvent is ClC1=CC=CC=C1 (chlorobenzene). Yields the product CN1CCC(CC1)OC(=O)N1C2=C(NC(C3=C1C=CC=C3)=O)C=CC=C2 (5,10-Dihydro-5-{[(1-methyl-4-piperidinyl)oxy]carbonyl}-11H-dibenzo[b,e][1,4]diazepin-11-one). As a reaction SMILES: Cl[C:2]([N:4]1[C:10]2[CH:11]=[CH:12][CH:13]=[CH:14][C:9]=2[C:8](=[O:15])[NH:7][C:6]2[CH:16]=[CH:17][CH:18]=[CH:19][C:5]1=2)=[O:3].[CH3:20][N:21]1[CH2:26][CH2:25][CH:24]([OH:27])[CH2:23][CH2:22]1.C(OCC)(=O)C>ClC1C=CC=CC=1>[CH3:20][N:21]1[CH2:26][CH2:25][CH:24]([O:27][C:2]([N:4]2[C:10]3[CH:11]=[CH:12][CH:13]=[CH:14][C:9]=3[C:8](=[O:15])[NH:7][C:6]3[CH:16]=[CH:17][CH:18]=[CH:19][C:5]2=3)=[O:3])[CH2:23][CH2:22]1. Procedure: A quantity of 4.1 gm (0.015 mol) of 5-chlorocarbonyl-5,10-dihydro-11H-dibenzo[b,e][1,4]diazepin-11-one was refluxed with 3.45 gm (0.03 mol) of 1-methyl-4-piperidinol in 50 ml of chlorobenzene for two hours. After cooling, the reaction solution was diluted by the addition of 200 ml of ethyl acetate and then extracted exhaustively with 15% hydrochloric acid. The combined extracts were neutralized with potassium carbonate and extracted several times with chloroform, and the combined chloroform extr... Starting materials: CO, CCOC(=O)CC(C)(C)Cc1ccc(OCCCNc2ccccn2)c(F)c1, [Na+], [OH-], O=C(O)C(F)(F)F. Yields the product CC(C)(CC(=O)O)Cc1ccc(OCCCNc2ccccn2)c(F)c1. Reaction SMILES: [CH3:36][OH:37].[F:1][c:2]1[cH:3][c:4]([CH2:19][C:20]([CH2:21][C:22](=[O:23])[O:24][CH2:25][CH3:26])([CH3:27])[CH3:28])[cH:5][cH:6][c:7]1[O:8][CH2:9][CH2:10][CH2:11][NH:12][c:13]1[n:14][cH:15][cH:16][cH:17][cH:18]1.[Na+:39].[OH-:38].[OH:29][C:30]([C:31]([F:32])([F:33])[F:34])=[O:35]>>[F:1][c:2]1[cH:3][c:4]([CH2:19][C:20]([CH2:21][C:22](=[O:23])[OH:24])([CH3:27])[CH3:28])[cH:5][cH:6][c:7]1[O:8][CH2:9][CH2:10][CH2:11][NH:12][c:13]1[n:14][cH:15][cH:16][cH:17][cH:18]1.